From a dataset of the Open Reaction Database (ORD), a public repository of structured organic reaction records. describe an organic reaction: reactants, conditions, products, and yield Starting materials: ClC1=C(C=CC=C1)C1CC(C=C(C1)NNS(=O)(=O)C1=CC=C(C=C1)C)=O (5-(2-chlorophenyl)-1-[2-(4-methylphenylsulfonyl)hydrazino]cyclohexen-3-one), C([O-])([O-])=O.[K+].[K+] (potassium carbonate), ClCC(C)=O (chloroacetone), [I-].[Na+] (sodium iodide). Solvent: COCCOC (1,2-dimethoxyethane), C(C)O (ethanol). Conditions: temperature 80 celsius, time 4 hour. Product: CC1=CN=NC=2CC(CC(C12)=O)C1=C(C=CC=C1)Cl (4-methyl-7-(2-chlorophenyl)-5,6,7,8-tetrahydrocinnolin-5-one). Isolated yield 41.6%. Reaction SMILES: [Cl:1][C:2]1[CH:7]=[CH:6][CH:5]=[CH:4][C:3]=1[CH:8]1[CH2:13][C:12]([NH:14][NH:15]S(C2C=CC(C)=CC=2)(=O)=O)=[CH:11][C:10](=[O:26])[CH2:9]1.C(=O)([O-])[O-].[K+].[K+].Cl[CH2:34][C:35](=O)[CH3:36].[I-].[Na+]>COCCOC.C(O)C>[CH3:36][C:35]1[C:11]2[C:10](=[O:26])[CH2:9][CH:8]([C:3]3[CH:4]=[CH:5][CH:6]=[CH:7][C:2]=3[Cl:1])[CH2:13][C:12]=2[N:14]=[N:15][CH:34]=1 |f:1.2.3,5.6|. Reported procedure: A mixture of 5-(2-chlorophenyl)-1-[2-(4-methylphenylsulfonyl)hydrazino]cyclohexen-3-one (1.17 g), anhydrous potassium carbonate (1.1 g), chloroacetone (0.335 g), sodium iodide (0.4 g), ethanol (7.5 ml) and 1,2-dimethoxyethane (7.5 ml) was stirred at 80° C. for 4 hours. Under reduced pressure, the solvent was evaporated, and the residue was extracted with ethyl acetate. The organic layer was concentrated, and the residue was purified with silica gel column chromatography to give 4-methyl-7-(2-chl... Reactants: ClC=1C(=NC=CC1)C1=CC2=C(C(=NS2(=O)=O)O)C=C1 (6-(3-chloropyridin-2-yl)-1,2-benzisothiazol-3-ol 1,1-dioxide), FC(OC1=CC=C(N)C=C1)(F)F (4-trifluoromethoxy aniline), C(C)(C)(C)C1=CC=C(N)C=C1 (4-tert-butylaniline). The product is FC(OC1=CC=C(C=C1)NC1=NS(C2=C1C=CC(=C2)C2=NC=CC=C2C(F)(F)F)(=O)=O)(F)F (N-[4-(trifluoromethoxy)phenyl]-6-[3-(trifluoromethyl)pyridin-2-yl]-1,2-benzisothiazol-3-amine 1,1-dioxide). RXN SMILES: Cl[C:2]1[C:3]([C:8]2[CH:19]=[CH:18][C:11]3[C:12](O)=[N:13][S:14](=[O:16])(=[O:15])[C:10]=3[CH:9]=2)=[N:4][CH:5]=[CH:6][CH:7]=1.[F:20][C:21]([F:31])([F:30])[O:22][C:23]1[CH:29]=[CH:28][C:26]([NH2:27])=[CH:25][CH:24]=1.C(C1C=CC(N)=CC=1)(C)(C)C>>[F:20][C:21]([F:30])([F:31])[O:22][C:23]1[CH:29]=[CH:28][C:26]([NH:27][C:12]2[C:11]3[CH:18]=[CH:19][C:8]([C:3]4[C:2]([C:21]([F:31])([F:30])[F:20])=[CH:7][CH:6]=[CH:5][N:4]=4)=[CH:9][C:10]=3[S:14](=[O:16])(=[O:15])[N:13]=2)=[CH:25][CH:24]=1. Procedure: The title compound was prepared using the procedure as described in Example 1C, substituting the product of Example 7B for the product of Example 1B, and substituting 4-trifluoromethoxy aniline for 4-tert-butylaniline. MS (DCI+) m/z 488 (M+H)+ (50%), m/z 309 (M-177)+ (100%); 1H NMR (DMSO-d6) δ 7.53 (d, J 8.5, 2H), 7.78 (dd, J 5.1, 7.2, 1H), 8.01 (m, 3H), 8.15 (s, 1H), 8.42 (d, J 8.1, 1H), 8.57 (d, J 7.1, 1H), 8.99 (d, J 4.7, 1H), 11.11 (s, 1H).